This data is from the Open Reaction Database (ORD), a public repository of structured organic reaction records. The task is: describe an organic reaction: reactants, conditions, products, and yield Starting materials: BrCCCN1C(C=2C(C1=O)=CC=CC2)=O (N-(3-Bromopropyl)phthalimide), C(C)#N (acetonitrile). Product: C(CCC)N1CCNCC1 (1-n-butylpiperazine), potassium fluoride-Celite. Yield: 50.0%. Reaction SMILES: BrC[CH2:3][CH2:4][N:5]1[C:9](=O)[C:8]2=CC=[CH:13][CH:14]=[C:7]2[C:6]1=O.C(#[N:18])C>>[CH2:6]([N:5]1[CH2:9][CH2:8][NH:18][CH2:3][CH2:4]1)[CH2:7][CH2:14][CH3:13]. Procedure: N-(3-Bromopropyl)phthalimide (15.1 g) was dissolved in acetonitrile (100 ml), and 1-n-butylpiperazine (5.33 g) obtained in Preparation Example 1 and 50% potassium fluoride-Celite (21.8 g) were added at room temperature. After stirring overnight, the reaction solution was filtered off with Celite, and the solvent was distilled off under reduced pressure. The residue obtained was purified by silica gel column chromatography (methylene chloride:methanol=95:5) to give the title compound (9.83 g) as ... Product: COc1ccccc1CNC1C2CCN(C(CCc3ccccc3)C2)C1C(c1ccccc1)c1ccccc1. Reaction SMILES: [CH2:72]1[O:73][CH2:74][CH2:75][CH2:76]1.[CH3:31][O:32][c:33]1[c:34]([CH2:35][NH2:36])[cH:37][cH:38][cH:39][cH:40]1.[CH3:65][c:66]1[cH:67][cH:68][cH:69][cH:70][cH:71]1.[CH:56]12[CH2:57][CH2:58][CH2:59][CH:60]([BH:61]1)[CH2:62][CH2:63][CH2:64]2.[O:41]=[S:42](=[O:43])([OH:44])[CH2:45][C:46]12[CH2:47][CH2:48][CH:49]([C:50]1([CH3:51])[CH3:52])[CH2:53][C:54]2=[O:55].[c:1]1([CH:7]([CH:8]2[N:9]3[CH:10]([CH2:17][CH2:18][c:19]4[cH:20][cH:21][cH:22][cH:23][cH:24]4)[CH2:11][CH:12]([C:13]2=[O:14])[CH2:15][CH2:16]3)[c:25]2[cH:26][cH:27][cH:28][cH:29][cH:30]2)[cH:2][cH:3][cH:4][cH:5][cH:6]1>>[c:1]1([CH:7]([CH:8]2[N:9]3[CH:10]([CH2:17][CH2:18][c:19]4[cH:20][cH:21][cH:22][cH:23][cH:24]4)[CH2:11][CH:12]([CH:13]2[NH:36][CH2:35][c:34]2[c:33]([O:32][CH3:31])[cH:40][cH:39][cH:38][cH:37]2)[CH2:15][CH2:16]3)[c:25]2[cH:26][cH:27][cH:28][cH:29][cH:30]2)[cH:2][cH:3][cH:4][cH:5][cH:6]1. The reactants are C1CCOC1, COc1ccccc1CN, Cc1ccccc1, B1C2CCCC1CCC2, CC1(C)C2CCC1(CS(=O)(=O)O)C(=O)C2, O=C1C2CCN(C(CCc3ccccc3)C2)C1C(c1ccccc1)c1ccccc1. The reactants are ClC=1C=C2C(CCOC2=CC1OC1=CC=C(C(=O)O)C=C1)C(=O)OCC (4-(6-chloro-4-(ethoxycarbonyl)chroman-7-yloxy)benzoic acid), O-(7-azabenzotriazol-1-yl)-N,N,N,N′-tetramethyluronium hexafluorophosphate, C(CC1=CC=CC=C1)N (phenethylamine), C(C)(C)N(C(C)C)CC (N,N-diisopropylethylamine). Solvent: CN(C=O)C (N,N-dimethylformamide), O (water). Conditions: time 1 hour. Product: ClC=1C=C2C(CCOC2=CC1OC1=CC=C(C=C1)C(NCCC1=CC=CC=C1)=O)C(=O)OCC (ethyl 6-chloro-7-(4-(phenethylcarbamoyl)phenoxy)chroman-4-carboxylate). Yield: 92.7%. As a reaction SMILES: [Cl:1][C:2]1[CH:3]=[C:4]2[C:9](=[CH:10][C:11]=1[O:12][C:13]1[CH:21]=[CH:20][C:16]([C:17]([OH:19])=O)=[CH:15][CH:14]=1)[O:8][CH2:7][CH2:6][CH:5]2[C:22]([O:24][CH2:25][CH3:26])=[O:23].[CH2:27]([NH2:35])[CH2:28][C:29]1[CH:34]=[CH:33][CH:32]=[CH:31][CH:30]=1.C(N(CC)C(C)C)(C)C>CN(C)C=O.O>[Cl:1][C:2]1[CH:3]=[C:4]2[C:9](=[CH:10][C:11]=1[O:12][C:13]1[CH:14]=[CH:15][C:16]([C:17](=[O:19])[NH:35][CH2:27][CH2:28][C:29]3[CH:34]=[CH:33][CH:32]=[CH:31][CH:30]=3)=[CH:20][CH:21]=1)[O:8][CH2:7][CH2:6][CH:5]2[C:22]([O:24][CH2:25][CH3:26])=[O:23]. Procedure details: To a stirred solution of 4-(6-chloro-4-(ethoxycarbonyl)chroman-7-yloxy)benzoic acid (Preparation 1) (75 mg, 0.20 mmol) and O-(7-azabenzotriazol-1-yl)-N,N,N,N′-tetramethyluronium hexafluorophosphate (84 mg, 0.22 mmol) in N,N-dimethylformamide (1 mL) at ambient temperature was added phenethylamine (28 μL, 0.22 mmol) and N,N-diisopropylethylamine (105 μL, 0.60 mmol). The resulting yellow solution was stirred at ambient temperature for 1 hour. The reaction mixture was diluted with water (10 mL) and ... Starting materials: C1CNC(CN2CCCC2)C1, Nc1ncc(-c2ccc(C(=O)O)cc2)nc1OCc1c(F)ccc(F)c1Cl. Product: Nc1ncc(-c2ccc(C(=O)N3CCCC3CN3CCCC3)cc2)nc1OCc1c(F)ccc(F)c1Cl. RXN SMILES: [N:28]1([CH2:33][CH:34]2[NH:35][CH2:36][CH2:37][CH2:38]2)[CH2:29][CH2:30][CH2:31][CH2:32]1.[NH2:1][c:2]1[n:3][cH:4][c:5](-[c:19]2[cH:20][cH:21][c:22]([C:23](=[O:24])[OH:25])[cH:26][cH:27]2)[n:6][c:7]1[O:8][CH2:9][c:10]1[c:11]([Cl:18])[c:12]([F:17])[cH:13][cH:14][c:15]1[F:16]>>[NH2:1][c:2]1[n:3][cH:4][c:5](-[c:19]2[cH:20][cH:21][c:22]([C:23](=[O:24])[N:35]3[CH:34]([CH2:33][N:28]4[CH2:29][CH2:30][CH2:31][CH2:32]4)[CH2:38][CH2:37][CH2:36]3)[cH:26][cH:27]2)[n:6][c:7]1[O:8][CH2:9][c:10]1[c:11]([Cl:18])[c:12]([F:17])[cH:13][cH:14][c:15]1[F:16]. Reactants: N1=C(C=CC=C1)C(=O)O (picolinic acid), C(=O)(N1C=NC=C1)N1C=NC=C1 (1,1′-carbonyldimidazole), C1CCOC1 (THF), N[C@@H]1[C@H](CCCC1)N ((1S,2S)-(+)-1,2-diaminocyclohexane). Reaction conditions: temperature 18.5 celsius, time 1 hour. Product: N1=C(C=CC=C1)C(=O)N[C@@H]1[C@H](CCCC1)NC(C1=NC=CC=C1)=O ((1S,2S)-N,N′-Dipicolinoyl-1,2-diaminocyclohexane). The yield is 86.3%. RXN SMILES: C(N1C=CN=C1)([N:3]1[CH:7]=[CH:6]N=C1)=O.[N:13]1[CH:18]=[CH:17][CH:16]=[CH:15][C:14]=1[C:19]([OH:21])=O.[NH2:22][C@H:23]1[CH2:28][CH2:27][CH2:26][CH2:25][C@@H:24]1[NH2:29].[CH2:30]1[CH2:34][O:33][CH2:32][CH2:31]1>>[N:3]1[CH:7]=[CH:6][CH:32]=[CH:31][C:30]=1[C:34]([NH:22][C@H:23]1[CH2:28][CH2:27][CH2:26][CH2:25][C@@H:24]1[NH:29][C:19](=[O:21])[C:14]1[CH:15]=[CH:16][CH:17]=[CH:18][N:13]=1)=[O:33]. Reported procedure: A 22 L flask was charged with 1,1′-carbonyldimidazole (1.7 Kg, 10.48 mol) and THF (7.5 L). Solid picolinic acid (1.36 Kg, 11 mol) was added to the slurry at room temperature. The reaction was endothermic causing the mixture to cool from 18° C. to 12° C. The reaction mixture was then warmed to 18-19° C. The resulting clear solution was stirred for 1 h and molten (1S,2S)-(+)-1,2-diaminocyclohexane (0.5 Kg, 4.38 mol) was added while keeping the temperature below 50° C. The beaker and funnel were ri... The reactants are COc1cc2c(Oc3ccc4[nH]cc(C)c4c3)ncnc2cc1OCC1CCNCC1, CO, O=C(Cl)CCl, ClCCl. The product is COc1cc2c(Oc3ccc4[nH]cc(C)c4c3)ncnc2cc1OCC1CCN(C(=O)CCl)CC1. Reaction SMILES: [CH3:1][O:2][c:3]1[cH:4][c:5]2[c:6]([O:21][c:22]3[cH:23][c:24]4[c:25]([CH3:31])[cH:26][nH:27][c:28]4[cH:29][cH:30]3)[n:7][cH:8][n:9][c:10]2[cH:11][c:12]1[O:13][CH2:14][CH:15]1[CH2:16][CH2:17][NH:18][CH2:19][CH2:20]1.[CH3:40][OH:41].[Cl:32][CH2:33][C:34](=[O:35])[Cl:36].[Cl:37][CH2:38][Cl:39]>>[CH3:1][O:2][c:3]1[cH:4][c:5]2[c:6]([O:21][c:22]3[cH:23][c:24]4[c:25]([CH3:31])[cH:26][nH:27][c:28]4[cH:29][cH:30]3)[n:7][cH:8][n:9][c:10]2[cH:11][c:12]1[O:13][CH2:14][CH:15]1[CH2:16][CH2:17][N:18]([C:34]([CH2:33][Cl:32])=[O:35])[CH2:19][CH2:20]1.